From a dataset of the Open Reaction Database (ORD), a public repository of structured organic reaction records. describe an organic reaction: reactants, conditions, products, and yield Starting materials: C(C(=O)Cl)(=O)Cl (oxalyl chloride), C(#N)C=1C=C(C(=O)O)C=CC1OC(C)C (3-cyano-4-isopropoxybenzoic acid), C(O)CN (Ethanolamine), TEA. The reagents and catalysts are CN(C)C=O (DMF). Solvent: C(Cl)Cl (DCM). Run at temperature 50 celsius, time 2 hour. Product: C(#N)C=1C=C(C(=O)NCCO)C=CC1OC(C)C (3-cyano-N-(2-hydroxyethyl)-4-isopropoxybenzamide). Isolated yield 83.9%. As a reaction SMILES: [C:1]([C:3]1[CH:4]=[C:5]([CH:9]=[CH:10][C:11]=1[O:12][CH:13]([CH3:15])[CH3:14])[C:6]([OH:8])=O)#[N:2].C(Cl)(=O)C(Cl)=O.[CH2:22]([CH2:24][NH2:25])[OH:23]>C(Cl)Cl.CN(C=O)C>[C:1]([C:3]1[CH:4]=[C:5]([CH:9]=[CH:10][C:11]=1[O:12][CH:13]([CH3:15])[CH3:14])[C:6]([NH:25][CH2:24][CH2:22][OH:23])=[O:8])#[N:2]. Procedure details: To a stirring suspension of 3-cyano-4-isopropoxybenzoic acid (1.0 g, 4.8 mmol) in DCM (20 mL) was added oxalyl chloride (3.7 g, 29.2 mmol) followed by two drops DMF. The reaction mixture was stirred at 50° C. for 2 h. The mixture was concentrated and the residue re-dissolved in DCM (10 mL). Ethanolamine (0.6 g, 9.7 mmol) and TEA (1.45 g, 14.4 mmol) were added and the reaction mixture was stirred overnight at room temperature. The resulting solid was filtered, washed with water, and dried to affo... Reactants: BrC(C=1C(=CC=CC1)C)Br (α,α-dibromo-o-xylene), Cl (HCl), NC1CN(CCC1C1=NOC2=C1C=CC(=C2)F)CC(C)O (3-amino-2-hydroxypropyl-4-(6-fluoro-1,2-benzisoxazol-3-yl)piperidine), C(=O)([O-])[O-].[K+].[K+] (K2CO3), C(C)#N (acetonitrile). The solvent is C(C)O (ethanol), C(C)O (ethanol). The product is Cl.Cl.FC1=CC2=C(C(=NO2)C2CCN(CC2)CC(CN2CC3=CC=CC=C3C2)O)C=C1 (N-[3-[4-(6Fluoro-1,2-benzisoxazol-3-yl)-1-piperidinyl]-2-hydroxy-1-propyl]-2,3-dihydro-1 H-isoindole dihydrochloride). As a reaction SMILES: N[CH:2]1[CH:7]([C:8]2[C:12]3[CH:13]=[CH:14][C:15]([F:17])=[CH:16][C:11]=3[O:10][N:9]=2)[CH2:6][CH2:5][N:4]([CH2:18][CH:19]([OH:21])[CH3:20])[CH2:3]1.C([O-])([O-])=O.[K+].[K+].Br[CH:29](Br)[C:30]1[C:31]([CH3:36])=[CH:32][CH:33]=[CH:34][CH:35]=1.[ClH:38].C(#[N:41])C>C(O)C>[ClH:38].[ClH:38].[F:17][C:15]1[CH:14]=[CH:13][C:12]2[C:8]([CH:7]3[CH2:6][CH2:5][N:4]([CH2:18][CH:19]([OH:21])[CH2:20][N:41]4[CH2:36][C:31]5[C:30](=[CH:35][CH:34]=[CH:33][CH:32]=5)[CH2:29]4)[CH2:3][CH2:2]3)=[N:9][O:10][C:11]=2[CH:16]=1 |f:1.2.3,8.9.10|. Reported procedure: To a stirred mixture of 1-(3-amino-2-hydroxypropyl-4-(6-fluoro-1,2-benzisoxazol-3-yl)piperidine (2.24 g, 7.6 mmol), K2CO3 (1.61 g, 11.7 mmol) in acetonitrile (100 was added α,α-dibromo-o-xylene (1.54 g, 6.1 mmol). The mixture was heated at reflux for 4 hours then cooled. The insolubles were filtered. The dark red solution was concentrated down. The residue was purified by flash chromatography over s silica gel column (SiO2, 30 g; eluted with 1% CH3OH in dichloromethane). The product so obtained ... Reactants: C1(CCCC1)[Si](OC)(OC)OC (cyclopentyl trimethoxysilane), OC1COCC1 (3-hydroxy tetrahydrofurane), C[Si](Cl)(C)C (trimethylchlorosilane). The reagents and catalysts are C[O-].[Na+] (sodium methoxide). The product is C1(CCCC1)[Si](OC1COCC1)(OC)OC (cyclopentyl dimethoxy oxa-3-cyclopentyloxysilane). Isolated yield 54.0%. RXN SMILES: [CH:1]1([Si:6]([O:11][CH3:12])([O:9][CH3:10])[O:7][CH3:8])[CH2:5][CH2:4][CH2:3][CH2:2]1.O[CH:14]1C[CH2:17][O:16][CH2:15]1.C[Si](C)(C)Cl>C[O-].[Na+]>[CH:1]1([Si:6]([O:11][CH3:12])([O:7][CH3:8])[O:9][CH:10]2[CH2:14][CH2:15][O:16][CH2:17]2)[CH2:2][CH2:3][CH2:4][CH2:5]1 |f:3.4|. Reported procedure: In a 100 ml three-neck flask provided with a magnetic stirrer and a reflux condenser were charged 7.7 g (0.0404 mole) of cyclopentyl trimethoxysilane, 35.7 g (0.405 mole) of 3-hydroxy tetrahydrofurane and 53.0 mg (0.98 m mole) of sodium methoxide, which were then reacted with each other in an oil bath of 80° C. for 2 hours under stirring. After cooled, trimethylchlorosilane was added to neutralize the alkali. Then, 5.37 g (0.0218 mole) of cyclopentyl dimethoxy oxa-3-cyclopentyloxysilane were obt... Reactants: BrCc1ccccc1, O=C([O-])[O-], [K+], [K+], CN(C)C=O, COc1c(O)ccc(C=O)c1[N+](=O)[O-]. The product is COc1c(OCc2ccccc2)ccc(C=O)c1[N+](=O)[O-]. As a reaction SMILES: [Br:21][CH2:22][c:23]1[cH:24][cH:25][cH:26][cH:27][cH:28]1.[C:15](=[O:16])([O-:17])[O-:18].[K+:19].[K+:20].[O:29]=[CH:30][N:31]([CH3:32])[CH3:33].[OH:1][c:2]1[c:3]([O:13][CH3:14])[c:4]([N+:10](=[O:11])[O-:12])[c:5]([CH:6]=[O:7])[cH:8][cH:9]1>>[O:1]([c:2]1[c:3]([O:13][CH3:14])[c:4]([N+:10](=[O:11])[O-:12])[c:5]([CH:6]=[O:7])[cH:8][cH:9]1)[CH2:22][c:23]1[cH:24][cH:25][cH:26][cH:27][cH:28]1. Reactants: Cl (HCl), Cl.C=O (methanone HCl), COC1=C(C=CC=C1)C1(CCNCC1)C=O (4-(methoxyphenyl)(4-piperidinyl)methanone), BrCCC1=CC=CC=C1 (2-bromoethylbenzene), C(=O)([O-])[O-].[K+].[K+] (K2CO3), precipitate, O (H2O). Solvent: CO.CCOC(=O)C (CH3OH EtOAc), CN(C)C=O (DMF), CCOCC (Et2O). Reaction conditions: time 65 hour. The product is Cl.COC1=CC=C(C=C1)C(=O)C1CCN(CC1)CCC1=CC=CC=C1 ((4-methoxyphenyl)[1-(2-phenylethyl)-4-piperidinyl]-methanone hydrochloride). RXN SMILES: [ClH:1].[CH2:2]=[O:3].CO[C:6]1[CH:11]=[CH:10][CH:9]=[CH:8][C:7]=1[C:12]1(C=O)[CH2:17][CH2:16][NH:15][CH2:14][CH2:13]1.Br[CH2:21][CH2:22][C:23]1[CH:28]=[CH:27][CH:26]=[CH:25][CH:24]=1.[C:29]([O-])([O-])=O.[K+].[K+].Cl.[OH2:36]>CN(C=O)C.CCOCC.CO.CCOC(C)=O>[ClH:1].[CH3:2][O:3][C:11]1[CH:10]=[CH:9][C:8]([C:7]([CH:12]2[CH2:13][CH2:14][N:15]([CH2:21][CH2:22][C:23]3[CH:28]=[CH:27][CH:26]=[CH:25][CH:24]=3)[CH2:16][CH2:17]2)=[O:36])=[CH:29][CH:6]=1 |f:0.1,4.5.6,11.12,13.14|. Procedure details: (4-Methoxyphenyl)1-(2-phenylethyl)-4-piperidinyl]-methanone HCl. A reaction mixture containing 4-(methoxyphenyl)(4-piperidinyl)methanone (10.3 g, 0.047 mol), 2-bromoethylbenzene (9.57 g, 0.052 mol, 7.1 ml) and K2CO3 (15.2 g, 0.11 mol) in dry DMF (100 ml) was stirred at 90° for 65 h. The cooled reaction mixture was poured into H2O (500 ml) and extracted with toluene (3×100 ml). The extracts were washed with H2O, saturated aqueous NaCl solution and dried over MgSO4. The mixture was filtered and th... The reactants are S([C@H]1[C@@H](O)[C@@H](O)[C@H](O)[C@H](O1)CO)CCCCCCO[C@@H]1CC2=CC[C@H]3[C@@H]4CC[C@@H]([C@@]4(C)CC[C@@H]3[C@]2(CC1)C)C(=O)OC (6-(17β-carbomethoxy-androst5-en-3β-yloxy)-hexyl 1-thio-β-D-mannopyranoside), ICCCCCCO[C@@H]1CC2=CC[C@H]3[C@@H]4CC[C@H]([C@@H](CCCC(C)C)C)[C@]4(CC[C@@H]3[C@]2(CC1)C)C (cholest-5-en-3β-yl 6-iodohexyl ether). Product: ICCCCCCO[C@@H]1CC2=CC[C@H]3[C@@H]4CC[C@@H]([C@@]4(C)CC[C@@H]3[C@]2(CC1)C)C(=O)OC (17β-carbomethoxy-androst-5-en-3β-yl 6-iodohexyl ether). As a reaction SMILES: [I:1]CCCCCCO[C@H]1CC[C@@]2(C)C(=CC[C@@H]3[C@@H]2CC[C@@]2(C)[C@H]3CC[C@@H]2[C@H](C)CCCC(C)C)C1.S([CH2:48][CH2:49][CH2:50][CH2:51][CH2:52][CH2:53][O:54][C@H:55]1[CH2:72][CH2:71][C@@:70]2([CH3:73])[C:57](=[CH:58][CH2:59][C@@H:60]3[C@@H:69]2[CH2:68][CH2:67][C@@:65]2([CH3:66])[C@H:61]3[CH2:62][CH2:63][C@@H:64]2[C:74]([O:76][CH3:77])=[O:75])[CH2:56]1)[C@@H]1O[C@H](CO)[C@@H](O)[C@H](O)[C@@H]1O>>[I:1][CH2:48][CH2:49][CH2:50][CH2:51][CH2:52][CH2:53][O:54][C@H:55]1[CH2:72][CH2:71][C@@:70]2([CH3:73])[C:57](=[CH:58][CH2:59][C@@H:60]3[C@@H:69]2[CH2:68][CH2:67][C@@:65]2([CH3:66])[C@H:61]3[CH2:62][CH2:63][C@@H:64]2[C:74]([O:76][CH3:77])=[O:75])[CH2:56]1. Procedure details: Employing the procedure substantially as described in Example 2, but substituting for cholest-5-en-3β-yl 6-iodohexyl ether, an equivalent amount of 17β-carbomethoxy-androst-5-en-3β-yl 6-iodohexyl ether, there was prepared 6-(17β-carbomethoxy-androst5-en-3β-yloxy)-hexyl 1-thio-β-D-mannopyranoside (Step D). TLC data and Rf values are given in the above Table. Reactants: CCN1CCc2cc(S(N)(=O)=O)ccc2C(C(=O)NC)C1, O=C=NC1CCCCC1. The product is CCN1CCc2cc(S(=O)(=O)NC(=O)NC3CCCCC3)ccc2C(C(=O)NC)C1. As a reaction SMILES: [CH2:1]([CH3:2])[N:3]1[CH2:4][CH2:5][c:6]2[c:7]([cH:14][cH:15][c:16]([S:18](=[O:19])(=[O:20])[NH2:21])[cH:17]2)[CH:8]([C:10]([NH:11][CH3:12])=[O:13])[CH2:9]1.[CH:22]1([N:28]=[C:29]=[O:30])[CH2:23][CH2:24][CH2:25][CH2:26][CH2:27]1>>[CH2:1]([CH3:2])[N:3]1[CH2:4][CH2:5][c:6]2[c:7]([cH:14][cH:15][c:16]([S:18](=[O:19])(=[O:20])[NH:21][C:29]([NH:28][CH:22]3[CH2:23][CH2:24][CH2:25][CH2:26][CH2:27]3)=[O:30])[cH:17]2)[CH:8]([C:10]([NH:11][CH3:12])=[O:13])[CH2:9]1. Reactants: C(C1=C(C=CC=C1)SSC1=C(C(=O)Cl)C=CC=C1)(=O)Cl (2,2'-dithiobisbenzoyl chloride), CS(=O)(=O)C1=CC=C(C=C1)N (4-aminophenyl methyl sulfone). The solvent is N1=CC=CC=C1 (pyridine), ClCCl (dichloromethane). Product: CS(=O)(=O)C1=CC=C(C=C1)NC(C1=C(C=CC=C1)SSC1=C(C(=O)NC2=CC=C(C=C2)S(=O)(=O)C)C=CC=C1)=O (2,2'-Dithiobis[N-[4-(methylsulfonyl)phenyl]benzamide]). The yield is 56.0%. RXN SMILES: [C:1](Cl)(=[O:19])[C:2]1[CH:7]=[CH:6][CH:5]=[CH:4][C:3]=1[S:8][S:9][C:10]1[CH:18]=[CH:17][CH:16]=[CH:15][C:11]=1[C:12](Cl)=[O:13].[CH3:21][S:22]([C:25]1[CH:30]=[CH:29][C:28]([NH2:31])=[CH:27][CH:26]=1)(=[O:24])=[O:23]>ClCCl.N1C=CC=CC=1>[CH3:21][S:22]([C:25]1[CH:30]=[CH:29][C:28]([NH:31][C:1](=[O:19])[C:2]2[CH:7]=[CH:6][CH:5]=[CH:4][C:3]=2[S:8][S:9][C:10]2[CH:18]=[CH:17][CH:16]=[CH:15][C:11]=2[C:12]([NH:31][C:28]2[CH:27]=[CH:26][C:25]([S:22]([CH3:21])(=[O:24])=[O:23])=[CH:30][CH:29]=2)=[O:13])=[CH:27][CH:26]=1)(=[O:23])=[O:24]. Procedure details: This compound was prepared according to the general method of Example 77 using 2,2'-dithiobisbenzoyl chloride (2.00 g, 5.83 mmol) in 50 mL of dichloromethane and 4-aminophenyl methyl sulfone (2.00 g, 11.7 mmol) in 16 mL of pyridine. The crude product was recrystallized from acetonitrile-DMF to yield 2.0 g of the title compound, mp 236°-238° C.